Dataset: the Open Reaction Database (ORD), a public repository of structured organic reaction records. Task: describe an organic reaction: reactants, conditions, products, and yield Yields the product BrC=1C=C(C(=O)OC)C=C(C1)CO (methyl 3-bromo-5-(hydroxymethyl)benzoate). The reactants are CO (methanol), O1CCCC1 (tetrahydrofuran), Cl (hydrochloric acid), [BH4-].[Na+] (sodium borohydride), BrC1(CC(C(=O)OC)=CC=C1)C(=O)OC (dimethyl 3-bromoisophthalate), O1CCCC1 (tetrahydrofuran). Procedure details: In 25 ml of tetrahydrofuran, was dissolved 10.00 g of dimethyl 3-bromoisophthalate. 1.66 g of sodium borohydride was added to the above solution and thereby a suspension was obtained. A mixed solution of 7.4 ml of methanol and 25 ml of tetrahydrofuran was slowly dropped into the resulting suspension. After completing the dropping, the reaction solution was refluxed for 30 minutes. A 1 M hydrochloric acid was added to the solution to quench the reaction. The resulting solution was extracted with ... As a reaction SMILES: [Br:1][C:2]1(C(OC)=O)[CH:11]=[CH:10][CH:9]=[C:4]([C:5](OC)=[O:6])[CH2:3]1.[BH4-].[Na+].[CH3:18][OH:19].Cl.[O:21]1CCC[CH2:22]1>>[Br:1][C:2]1[CH:11]=[C:10]([CH:9]=[C:4]([CH2:5][OH:6])[CH:3]=1)[C:18]([O:21][CH3:22])=[O:19] |f:1.2|.